This data is from the Open Reaction Database (ORD), a public repository of structured organic reaction records. The task is: describe an organic reaction: reactants, conditions, products, and yield The reactants are ClC1=CC(=CC=C1)N=C=S (1-Chloro-3-isothiocyanatobenzene), N (ammonia). The solvent is O1CCOCC1 (1,4-dioxane). Run at time 0.16 hour. Product: ClC=1C=C(C=CC1)NC(=S)N (1-(3-Chlorophenyl)thiourea). The yield is 89.0%. Reaction SMILES: [Cl:1][C:2]1[CH:7]=[CH:6][CH:5]=[C:4]([N:8]=[C:9]=[S:10])[CH:3]=1.[NH3:11]>O1CCOCC1>[Cl:1][C:2]1[CH:3]=[C:4]([NH:8][C:9]([NH2:11])=[S:10])[CH:5]=[CH:6][CH:7]=1. Procedure: 1-Chloro-3-isothiocyanatobenzene (15 g, 88 mmol) was added to a solution of 0.5 M ammonia in 1,4-dioxane (80 mL), and the mixture was stirred at room temperature for 0.16 h. The reaction mixture was concentrated in vacuo, and partitioned between ethyl acetate and water. The separated organic layer was washed with saturated NaCl solution, dried over sodium sulfate and filtered, and the filtrate was concentrated in vacuo to afford the title compound (15.5 g, 89%) as a solid. 1H NMR (400 MHz, DMSO-... RXN SMILES: [CH3:1][S:2][CH2:3][C:4]1[CH:9]=[CH:8][C:7]([C:10]2[N:15]=[CH:14][C:13]([O:16][CH2:17][CH:18]3[CH2:23][CH2:22][N:21]([C:24]([O:26][CH:27]([CH3:29])[CH3:28])=[O:25])[CH2:20][CH2:19]3)=[CH:12][CH:11]=2)=[CH:6][CH:5]=1.[OH:30]OS([O-])=O.[K+].[OH2:36]>CC(C)=O>[CH3:1][S:2]([CH2:3][C:4]1[CH:5]=[CH:6][C:7]([C:10]2[N:15]=[CH:14][C:13]([O:16][CH2:17][CH:18]3[CH2:23][CH2:22][N:21]([C:24]([O:26][CH:27]([CH3:29])[CH3:28])=[O:25])[CH2:20][CH2:19]3)=[CH:12][CH:11]=2)=[CH:8][CH:9]=1)(=[O:30])=[O:36] |f:1.2|. The solvent is CC(=O)C (acetone). Starting materials: CSCC1=CC=C(C=C1)C1=CC=C(C=N1)OCC1CCN(CC1)C(=O)OC(C)C (1-methylethyl 4-{[(6-{4-[(methylthio)methyl]phenyl}-3-pyridinyl)oxy]methyl}-1-piperidinecarboxylate), OOS(=O)[O-].[K+] (Oxone), O (water). Procedure: The title compound (26 mg, 78%) was prepared as a white solid from 1-methylethyl 4-{[(6-{4-[(methylthio)methyl]phenyl}-3-pyridinyl)oxy]methyl}-1-piperidinecarboxylate (31 mg, 0.07 mmol) and Oxone® (0.19 g, 0.3 mmol) in acetone (4 mL) and water (1.5 mL) in a manner similar to Example 81, Step 4. The crude product was triturated with hot hexane containing 1% of MeOH to give the title compound as a white solid. 1H NMR (400 MHz, CDCl3): δ 8.37 (d, 1H, J=2.7 Hz), 7.97 (d, 2H, J=8.1 Hz), 7.67 (d, 1H, ... Yields the product CS(=O)(=O)CC1=CC=C(C=C1)C1=CC=C(C=N1)OCC1CCN(CC1)C(=O)OC(C)C (1-Methylethyl 4-{[(6-{4-[(methylsulfonyl)methyl]phenyl}-3-pyridinyl)oxy]methyl}-1-piperidinecarboxylate).